From a dataset of the Open Reaction Database (ORD), a public repository of structured organic reaction records. describe an organic reaction: reactants, conditions, products, and yield The reactants are Cc1cc(Br)ncc1C(O)c1c(F)ccc(F)c1F, ClCCl, CN(C)C=O, O=S(Cl)Cl. Product: Cc1cc(Br)ncc1C(Cl)c1c(F)ccc(F)c1F. Reaction SMILES: [Br:1][c:2]1[cH:3][c:4]([CH3:19])[c:5]([CH:8]([OH:9])[c:10]2[c:11]([F:18])[c:12]([F:17])[cH:13][cH:14][c:15]2[F:16])[cH:6][n:7]1.[CH2:29]([Cl:30])[Cl:31].[CH3:24][N:25]([CH3:26])[CH:27]=[O:28].[S:20]([Cl:21])([Cl:22])=[O:23]>>[Br:1][c:2]1[cH:3][c:4]([CH3:19])[c:5]([CH:8]([c:10]2[c:11]([F:18])[c:12]([F:17])[cH:13][cH:14][c:15]2[F:16])[Cl:22])[cH:6][n:7]1. Yields the product COc1c(C)cc(C(=O)CCC(=O)O)cc1C. Reaction SMILES: [CH3:8][c:9]1[c:10]([O:16][CH3:17])[c:11]([CH3:15])[cH:12][cH:13][cH:14]1.[Cl:18][Al:19]([Cl:20])[Cl:21].[Cl:23][CH2:24][CH2:25][Cl:26].[ClH:22].[O:1]=[C:2]1[CH2:3][CH2:4][C:5](=[O:6])[O:7]1>>[O:1]=[C:2]([CH2:3][CH2:4][C:5](=[O:6])[OH:7])[c:13]1[cH:12][c:11]([CH3:15])[c:10]([O:16][CH3:17])[c:9]([CH3:8])[cH:14]1. Starting materials: COc1c(C)cccc1C, Cl[Al](Cl)Cl, ClCCCl, Cl, O=C1CCC(=O)O1. Starting materials: NC=1C=C2C(=NC=NC2=CC1OCCCC1CCN(CC1)C)NC1=CC(=CC=C1)Br (6-amino-4-[(3-bromophenyl)amino]-7-[3-(1-methylpiperidin-4-yl)propyloxy]quinazoline), C(\C=C\C=C\C)(=O)O (sorbic acid), ClC(=O)OCC(C)C (isobutyl chloroformate), CN1CCOCC1 (N-methylmorpholine). The solvent is N1=CC=CC=C1 (pyridine), O1CCCC1 (tetrahydrofuran). Conditions: time 1 minute. Product: BrC=1C=C(C=CC1)NC1=NC=NC2=CC(=C(C=C12)NC(C=CC=CC)=O)OCCCC1CCN(CC1)C (4-[(3-Bromophenyl)amino]-7-[3-(1-methylpiperidin-4-yl)propyloxy]-6-[(1-oxo-2,4-hexadien-1-yl)amino]quinazoline). Reaction SMILES: [C:1](O)(=[O:7])/[CH:2]=[CH:3]/[CH:4]=[CH:5]/[CH3:6].ClC(OCC(C)C)=O.CN1CCOCC1.[NH2:24][C:25]1[CH:26]=[C:27]2[C:32](=[CH:33][C:34]=1[O:35][CH2:36][CH2:37][CH2:38][CH:39]1[CH2:44][CH2:43][N:42]([CH3:45])[CH2:41][CH2:40]1)[N:31]=[CH:30][N:29]=[C:28]2[NH:46][C:47]1[CH:52]=[CH:51][CH:50]=[C:49]([Br:53])[CH:48]=1>O1CCCC1.N1C=CC=CC=1>[Br:53][C:49]1[CH:48]=[C:47]([NH:46][C:28]2[C:27]3[C:32](=[CH:33][C:34]([O:35][CH2:36][CH2:37][CH2:38][CH:39]4[CH2:44][CH2:43][N:42]([CH3:45])[CH2:41][CH2:40]4)=[C:25]([NH:24][C:1](=[O:7])[CH:2]=[CH:3][CH:4]=[CH:5][CH3:6])[CH:26]=3)[N:31]=[CH:30][N:29]=2)[CH:52]=[CH:51][CH:50]=1. Procedure details: To 31 mg of sorbic acid in 1 ml of tetrahydrofuran are added 40 μl of isobutyl chloroformate followed by 45 μl of N-methylmorpholine whilst cooling with an ice bath. The white suspension is stirred for one minute, then a solution of 100 mg of 6-amino-4-[(3-bromophenyl)amino]-7-[3-(1-methylpiperidin-4-yl)propyloxy]quinazoline in 1.5 ml of pyridine is added. The ice bath is removed and the reaction mixture is stirred overnight. For working up, it is poured onto 20 ml of ice water, stirred for 30 m... Starting materials: BrC=1C=NC=C(C1)Br (3,5-dibromopyridine), C([O-])([O-])=O.[Na+].[Na+] (sodium carbonate), C1(=CC=CC=C1)B(O)O (phenylboronic acid), C(C)O (ethanol). Reagents/catalysts: C=1C=CC(=CC1)[P](C=2C=CC=CC2)(C=3C=CC=CC3)[Pd]([P](C=4C=CC=CC4)(C=5C=CC=CC5)C=6C=CC=CC6)([P](C=7C=CC=CC7)(C=8C=CC=CC8)C=9C=CC=CC9)[P](C=1C=CC=CC1)(C=1C=CC=CC1)C=1C=CC=CC1 (Tetrakis(triphenylphosphine)palladium). The solvent is C1(=CC=CC=C1)C (toluene), C(C)(=O)OCC (ethyl acetate). Run at temperature 80 celsius, time 10 minute. The product is BrC=1C=NC=C(C1)C1=CC=CC=C1 (3-Bromo-5-phenylpyridine). Isolated yield 28.0%. Reaction SMILES: Br[C:2]1[CH:3]=[N:4][CH:5]=[C:6]([Br:8])[CH:7]=1.C(=O)([O-])[O-].[Na+].[Na+].[C:15]1(B(O)O)[CH:20]=[CH:19][CH:18]=[CH:17][CH:16]=1.C(O)C>C1(C)C=CC=CC=1.C(OCC)(=O)C.C1C=CC([P]([Pd]([P](C2C=CC=CC=2)(C2C=CC=CC=2)C2C=CC=CC=2)([P](C2C=CC=CC=2)(C2C=CC=CC=2)C2C=CC=CC=2)[P](C2C=CC=CC=2)(C2C=CC=CC=2)C2C=CC=CC=2)(C2C=CC=CC=2)C2C=CC=CC=2)=CC=1>[Br:8][C:6]1[CH:5]=[N:4][CH:3]=[C:2]([C:15]2[CH:20]=[CH:19][CH:18]=[CH:17][CH:16]=2)[CH:7]=1 |f:1.2.3,^1:43,45,64,83|. Reported procedure: Tetrakis(triphenylphosphine)palladium (577 mg; 0.5 mM) was added to 3,5-dibromopyridine (5.214 g; 22 mM) in 40 mL of toluene at R.T. under nitrogen. After 10 minutes stirring, 25 mL of 2M aqueous sodium carbonate solution, phenylboronic acid (2.44 g; 20 mM), and 10 mL of ethanol were added, and the mixture was heated 11 hours at 80° C. The reaction mixture was cooled, diluted with 75 mL of ethyl acetate and washed with 2×15 mL of saturated sodium carbonate solution, and then dried over anhydrous...